From a dataset of the Open Reaction Database (ORD), a public repository of structured organic reaction records. describe an organic reaction: reactants, conditions, products, and yield The reactants are O=C([O-])[O-], COC(=O)NC(C(=O)NN(Cc1ccc(Br)cc1)CC(O)(Cc1ccccc1)C(=O)NC1c2ccccc2CC1O)C(C)(C)C, CCO, COCCOC, [Na+], [Na+], OB(O)c1cc2ccccc2s1. Product: COC(=O)NC(C(=O)NN(Cc1ccc(-c2cc3ccccc3s2)cc1)CC(O)(Cc1ccccc1)C(=O)NC1c2ccccc2CC1O)C(C)(C)C. Reaction SMILES: [C:58](=[O:59])([O-:60])[O-:61].[CH3:1][O:2][C:3]([NH:4][CH:5]([C:6]([CH3:7])([CH3:8])[CH3:9])[C:10](=[O:11])[NH:12][N:13]([CH2:14][C:15]([CH2:16][c:17]1[cH:18][cH:19][cH:20][cH:21][cH:22]1)([C:23]([NH:24][CH:25]1[CH:26]([OH:34])[CH2:27][c:28]2[cH:29][cH:30][cH:31][cH:32][c:33]21)=[O:35])[OH:36])[CH2:37][c:38]1[cH:39][cH:40][c:41]([Br:44])[cH:42][cH:43]1)=[O:45].[CH3:64][CH2:65][OH:66].[CH3:67][O:68][CH2:69][CH2:70][O:71][CH3:72].[Na+:62].[Na+:63].[s:46]1[c:47]2[c:48]([cH:49][c:50]1[B:51]([OH:52])[OH:53])[cH:54][cH:55][cH:56][cH:57]2>>[CH3:1][O:2][C:3]([NH:4][CH:5]([C:6]([CH3:7])([CH3:8])[CH3:9])[C:10](=[O:11])[NH:12][N:13]([CH2:14][C:15]([CH2:16][c:17]1[cH:18][cH:19][cH:20][cH:21][cH:22]1)([C:23]([NH:24][CH:25]1[CH:26]([OH:34])[CH2:27][c:28]2[cH:29][cH:30][cH:31][cH:32][c:33]21)=[O:35])[OH:36])[CH2:37][c:38]1[cH:39][cH:40][c:41](-[c:50]2[s:46][c:47]3[c:48]([cH:49]2)[cH:54][cH:55][cH:56][cH:57]3)[cH:42][cH:43]1)=[O:45]. Starting materials: CC(C)([O-])C.[K+] (potassium-tert-butoxide), BrC=1C=C(CBr)C=CC1 (3-bromo-benzylbromide), CC=1NC2=C(N1)C=CC=C2 (2-methyl-benzimidazole). Run in CS(=O)C (dimethylsulphoxide), C(C)(=O)OCC (ethyl acetate). Run at time 4 hour. Product: BrC=1C=C(CN2C(=NC3=C2C=CC=C3)C)C=CC1 (1-(3-bromobenzyl)-2-methylbenzimidazole). Reaction SMILES: CC(C)([O-])C.[K+].[Br:7][C:8]1[CH:9]=[C:10]([CH:13]=[CH:14][CH:15]=1)[CH2:11]Br.[CH3:16][C:17]1[NH:18][C:19]2[CH:25]=[CH:24][CH:23]=[CH:22][C:20]=2[N:21]=1>CS(C)=O.C(OCC)(=O)C>[Br:7][C:8]1[CH:9]=[C:10]([CH:13]=[CH:14][CH:15]=1)[CH2:11][N:18]1[C:19]2[CH:25]=[CH:24][CH:23]=[CH:22][C:20]=2[N:21]=[C:17]1[CH3:16] |f:0.1|. Reported procedure: First 1.23 g (11 mmol) of potassium-tert-butoxide and after 45 minutes 2.62 g (10.5 mmol) of 3-bromo-benzylbromide are added to a solution of 1.32 g (10 mmol) of 2-methyl-benzimidazole in 10 ml of absolute dimethylsulphoxide and the reaction mixture is stirred for 4 hours. The mixture is then diluted with ethyl acetate, washed 3× with 14% NaCl solution, dried, concentrated and purified by flash chromatography (silica gel; petroleum ether/ethyl acetate=9:1 to ethyl acetate). Reactants: CN1N=C(N=N1)C1=CC=C(C=C1)CN1CCC(CC1)C(O)(C1=CC=C(C=C1)C(F)(F)F)C1=CC=C(C=C1)C(F)(F)F (N-[4-(2-methyl-2H-tetrazol-5-yl)phenylmethyl]-4-[bis(4-trifluoromethylphenyl)hydroxymethyl]piperidine), ClC=1C=C(C(=O)OO)C=CC1 (3-chloroperoxybenzoic acid). The solvent is C(Cl)Cl (methylene chloride). Reaction conditions: time 1 hour. The product is CN1N=C(N=N1)C1=CC=C(C=C1)C[N+]1(CCC(CC1)C(O)(C1=CC=C(C=C1)C(F)(F)F)C1=CC=C(C=C1)C(F)(F)F)[O-] (N-[4-(2-methyl-2H-tetrazol-5-yl)phenyl-methyl]-4-[bis(4-trifluoromethylphenyl)hydroxymethyl]piperidine N-oxide). Yield: 84.5%. RXN SMILES: [CH3:1][N:2]1[N:6]=[N:5][C:4]([C:7]2[CH:12]=[CH:11][C:10]([CH2:13][N:14]3[CH2:19][CH2:18][CH:17]([C:20]([C:32]4[CH:37]=[CH:36][C:35]([C:38]([F:41])([F:40])[F:39])=[CH:34][CH:33]=4)([C:22]4[CH:27]=[CH:26][C:25]([C:28]([F:31])([F:30])[F:29])=[CH:24][CH:23]=4)[OH:21])[CH2:16][CH2:15]3)=[CH:9][CH:8]=2)=[N:3]1.ClC1C=C(C=CC=1)C(OO)=[O:47]>C(Cl)Cl>[CH3:1][N:2]1[N:6]=[N:5][C:4]([C:7]2[CH:8]=[CH:9][C:10]([CH2:13][N+:14]3([O-:47])[CH2:15][CH2:16][CH:17]([C:20]([C:22]4[CH:27]=[CH:26][C:25]([C:28]([F:29])([F:30])[F:31])=[CH:24][CH:23]=4)([C:32]4[CH:33]=[CH:34][C:35]([C:38]([F:41])([F:39])[F:40])=[CH:36][CH:37]=4)[OH:21])[CH2:18][CH2:19]3)=[CH:11][CH:12]=2)=[N:3]1. Procedure: A solution of 1.1 grams (0.002 mole) of N-[4-(2-methyl-2H-tetrazol-5-yl)phenylmethyl]-4-[bis(4-trifluoromethylphenyl)hydroxymethyl]piperidine (Compound 31—prepared in Example 9) in 100 mL of methylene chloride was stirred, and 0.6 gram (excess) of 50-85% 3-chloroperoxybenzoic acid was added. Upon completion of addition, the reaction mixture was stirred at ambient temperature for about one hour. After this time the reaction mixture was washed with an aqueous 10% solution of sodium hydroxide. The ... Starting materials: O=C1OCCC1Br, CN(C)C=O, Nc1cccc(F)c1, [Na+], [Na+], O=C([O-])[O-], O. Product: O=C1OCCC1Nc1cccc(F)c1. RXN SMILES: [Br:14][CH:15]1[C:16](=[O:17])[O:18][CH2:19][CH2:20]1.[CH3:1][N:2]([CH3:3])[CH:4]=[O:5].[NH2:6][c:7]1[cH:8][cH:9][cH:10][c:11]([F:12])[cH:13]1.[Na+:21].[Na+:22].[O-:23][C:24](=[O:25])[O-:26].[OH2:27]>>[NH:6]([c:7]1[cH:8][cH:9][cH:10][c:11]([F:12])[cH:13]1)[CH:15]1[C:16](=[O:17])[O:18][CH2:19][CH2:20]1. Starting materials: OC1=CC=C2CCC(C2=C1)=O (6-hydroxyindan-1-one), ClC=1C=C(C=CC1F)C(F)(F)F (3-chloro-4-fluorobenzotrifluoride), C([O-])([O-])=O.[Cs+].[Cs+] (cesium carbonate). The solvent is CN(C)C=O (DMF), C(C)(=O)OCC (ethyl acetate). Conditions: temperature 80 celsius. Yields the product ClC1=C(OC2=CC=C3CCC(C3=C2)=O)C=CC(=C1)C(F)(F)F (6-[2-Chloro-4-(trifluoromethyl)phenoxy]indan-1-one). RXN SMILES: [OH:1][C:2]1[CH:10]=[C:9]2[C:5]([CH2:6][CH2:7][C:8]2=[O:11])=[CH:4][CH:3]=1.[Cl:12][C:13]1[CH:14]=[C:15]([C:20]([F:23])([F:22])[F:21])[CH:16]=[CH:17][C:18]=1F.C(=O)([O-])[O-].[Cs+].[Cs+]>CN(C=O)C.C(OCC)(=O)C>[Cl:12][C:13]1[CH:14]=[C:15]([C:20]([F:21])([F:22])[F:23])[CH:16]=[CH:17][C:18]=1[O:1][C:2]1[CH:10]=[C:9]2[C:5]([CH2:6][CH2:7][C:8]2=[O:11])=[CH:4][CH:3]=1 |f:2.3.4|. Procedure details: To a stirred solution of 6-hydroxyindan-1-one (1.48 g, 10 mmol) in 30 ml of DMF was added 3-chloro-4-fluorobenzotrifluoride (2.46 g, 12 mmol) and cesium carbonate (8.40 g, 25 mmol). The reaction mixture was heated at 80° C. for 12 h. After cooling to room temperature, the reaction mixture was diluted with ethyl acetate, washed with water (2×) and brine, dried over sodium sulfate, filtered and concentrated. The crude product was purified by silica gel chromatography, eluting with ethyl acetate (2... The reactants are CC(C)(C)[Si](C)(C)OCCc1csc(C=O)c1, CC(C)(C)[Si](C)(C)OCCc1ccsc1C=O, CC(=O)O[BH-](OC(C)=O)OC(C)=O, CC(=O)O, CN1CCCC1=O, Cc1ccc(C(=O)N2CCOC3(CCNCC3)C2)s1, O=C(O)C(F)(F)F, [Na+], O. Product: Cc1ccc(C(=O)N2CCOC3(CCN(Cc4cc(CCO[Si](C)(C)C(C)(C)C)cs4)CC3)C2)s1. As a reaction SMILES: [C:27]([CH3:28])([CH3:29])([CH3:30])[Si:31]([O:32][CH2:33][CH2:34][c:35]1[cH:36][c:37]([CH:40]=[O:41])[s:38][cH:39]1)([CH3:42])[CH3:43].[C:44]([Si:45]([CH3:46])([CH3:47])[O:48][CH2:49][CH2:50][c:51]1[cH:52][cH:53][s:54][c:55]1[CH:56]=[O:57])([CH3:58])([CH3:59])[CH3:60].[C:61]([O:62][BH-:63]([O:64][C:65](=[O:66])[CH3:67])[O:68][C:69](=[O:70])[CH3:71])(=[O:72])[CH3:73].[C:83]([OH:84])(=[O:85])[CH3:86].[CH3:75][N:76]1[CH2:77][CH2:78][CH2:79][C:80]1=[O:81].[CH3:8][c:9]1[cH:10][cH:11][c:12]([C:14](=[O:15])[N:16]2[CH2:17][CH2:18][O:19][C:20]3([CH2:21]2)[CH2:22][CH2:23][NH:24][CH2:25][CH2:26]3)[s:13]1.[F:1][C:2]([F:3])([F:4])[C:5]([OH:6])=[O:7].[Na+:74].[OH2:82]>>[CH3:8][c:9]1[cH:10][cH:11][c:12]([C:14](=[O:15])[N:16]2[CH2:17][CH2:18][O:19][C:20]3([CH2:21]2)[CH2:22][CH2:23][N:24]([CH2:40][c:37]2[cH:36][c:35]([CH2:34][CH2:33][O:32][Si:31]([C:27]([CH3:28])([CH3:29])[CH3:30])([CH3:42])[CH3:43])[cH:39][s:38]2)[CH2:25][CH2:26]3)[s:13]1.